Task: describe an organic reaction: reactants, conditions, products, and yield. Dataset: the Open Reaction Database (ORD), a public repository of structured organic reaction records Reactants: C(C)C=1C=C(SC1)CCC1=CC=2N(C(C(=C(N2)N2CCOCC2)/C=C/C(=O)O)=O)C=C1 ((E)-3-{8-[2-(4-Ethyl-2-thienyl)ethyl]-2-morpholino-4-oxo-4H-pyrido[1,2-a]-pyrimidin-3-yl}-2-propenoic acid), C(=O)OC1CN(CCC1)C=1N=C2N(C(C1C=O)=O)C=CC(=C2)C(=O)NC=2SC=C(N2)C2CCC2 (1-(8-{[(4-cyclobutyl-1,3-thiazol-2-yl)amino]carbonyl}-3-formyl-4-oxo-4H-pyrido[1,2-a]pyrimidin-2-yl)-3-piperidyl formate). The product is C1(CCC1)C=1N=C(SC1)NC(=O)C1=CC=2N(C(C(=C(N2)N2CC(CCC2)OC=O)/C=C/C(=O)OC(C)(C)C)=O)C=C1 (tert-Butyl (E)-3-[8-{[(4-cyclobutyl-1,3-thiazol-2-yl)amino]carbonyl}-2-(3-formyloxy-piperidino)-4-oxo-4H-pyrido[1,2-a]pyrimidin-3-yl]-2-propenoate). Reaction SMILES: C(C1C=C(CCC2C=CN3C(=O)C(/[CH:24]=[CH:25]/[C:26]([OH:28])=[O:27])=C(N4CCOCC4)N=C3C=2)SC=1)C.[CH:32]([O:34][CH:35]1[CH2:40][CH2:39][CH2:38][N:37]([C:41]2[N:42]=[C:43]3[CH:53]=[C:52]([C:54]([NH:56][C:57]4[S:58][CH:59]=[C:60]([CH:62]5[CH2:65][CH2:64][CH2:63]5)[N:61]=4)=[O:55])[CH:51]=[CH:50][N:44]3[C:45](=[O:49])[C:46]=2C=O)[CH2:36]1)=[O:33]>>[CH:62]1([C:60]2[N:61]=[C:57]([NH:56][C:54]([C:52]3[CH:51]=[CH:50][N:44]4[C:45](=[O:49])[C:46](/[CH:24]=[CH:25]/[C:26]([O:28][C:52]([CH3:54])([CH3:53])[CH3:51])=[O:27])=[C:41]([N:37]5[CH2:38][CH2:39][CH2:40][CH:35]([O:34][CH:32]=[O:33])[CH2:36]5)[N:42]=[C:43]4[CH:53]=3)=[O:55])[S:58][CH:59]=2)[CH2:63][CH2:64][CH2:65]1. Procedure details: Reactions were performed in the same manner as in Example 1, (J) by using 1-(8-{[(4-cyclobutyl-1,3-thiazol-2-yl)amino]carbonyl}-3-formyl-4-oxo-4H-pyrido[1,2-a]pyrimidin-2-yl)-3-piperidyl formate (36 mg, 0.075 mmol), and the resulting reaction solution was purified by thin layer silica gel chromatography (chloroform:methanol=30:1) to obtain 35 mg of the title compound as orange crystals in a mixture with triphenylphosphine oxide. Reactants: COC(=O)C(C)N(CC=O)C(=O)OCc1ccccc1, COC(=O)CC(O)CN, Cl. The product is COC(=O)CC(O)CN1CCN(C(=O)OCc2ccccc2)C(C)C1=O. RXN SMILES: [CH3:1][O:2][C:3]([CH:4]([CH3:5])[N:6]([CH2:7][CH:8]=[O:9])[C:10](=[O:11])[O:12][CH2:13][c:14]1[cH:15][cH:16][cH:17][cH:18][cH:19]1)=[O:20].[CH3:21][O:22][C:23]([CH2:24][CH:25]([CH2:26][NH2:27])[OH:28])=[O:29].[ClH:30]>>[C:3]1(=[O:20])[CH:4]([CH3:5])[N:6]([C:10](=[O:11])[O:12][CH2:13][c:14]2[cH:15][cH:16][cH:17][cH:18][cH:19]2)[CH2:7][CH2:8][N:27]1[CH2:26][CH:25]([CH2:24][C:23]([O:22][CH3:21])=[O:29])[OH:28]. Starting materials: Cl.N[C@H]1CC[C@H](CC1)C(=O)NC(C)C (cis-4-amino-N-isopropylcyclohexanecarboxamide hydrochloride), CCN(C(C)C)C(C)C (DIPEA), ClC1=NC=C(C(=C1)Cl)[N+](=O)[O-] (2,4-dichloro-5-nitropyridine). The solvent is O (water), C(C)#N (ACN). Run at time 24 hour. The product is ClC1=NC=C(C(=C1)N[C@H]1CC[C@H](CC1)C(=O)NC(C)C)[N+](=O)[O-] (cis-4-(2-chloro-5-nitropyridin-4-ylamino)-N-isopropylcyclohexanecarboxamide). Yield: 73.5%. As a reaction SMILES: Cl.[NH2:2][C@@H:3]1[CH2:8][CH2:7][C@H:6]([C:9]([NH:11][CH:12]([CH3:14])[CH3:13])=[O:10])[CH2:5][CH2:4]1.CCN(C(C)C)C(C)C.[Cl:24][C:25]1[CH:30]=[C:29](Cl)[C:28]([N+:32]([O-:34])=[O:33])=[CH:27][N:26]=1>C(#N)C.O>[Cl:24][C:25]1[CH:30]=[C:29]([NH:2][C@@H:3]2[CH2:4][CH2:5][C@H:6]([C:9]([NH:11][CH:12]([CH3:14])[CH3:13])=[O:10])[CH2:7][CH2:8]2)[C:28]([N+:32]([O-:34])=[O:33])=[CH:27][N:26]=1 |f:0.1|. Procedure details: To a solution of cis-4-amino-N-isopropylcyclohexanecarboxamide hydrochloride (12.58 g, 57.0 mmol) and DIPEA (29.0 mL, 166 mmol) in ACN (104 mL) was added 2,4-dichloro-5-nitropyridine (10.00 g, 51.8 mmol). The resulting mixture was stirred at RT for 24 hours. The reaction mixture was diluted with water and washed with DCM (×2). The combined organic layers were washed with a minimal volume of brine, dried over sodium sulfate, filtered and concentrated in vacuo. After almost complete concentration ... Reactants: C(C)(C)(C)OC(=O)C=1OC2=C(C1C)C(=CC=C2)O (4-hydroxy-3-methyl-benzofuran-2-carboxylic acid tert-butyl ester), BrC(C)C (2-bromopropane), C(=O)([O-])[O-].[K+].[K+] (K2CO3). The solvent is CN(C)C=O (DMF). Reaction conditions: time 8 hour. Product: C(C)(C)(C)OC(=O)C=1OC2=C(C1C)C(=CC=C2)OC(C)C (3-methyl-4-isopropoxy-benzofuran-2-carboxylic acid tert-butyl ester). Reaction SMILES: [C:1]([O:5][C:6]([C:8]1[O:9][C:10]2[CH:17]=[CH:16][CH:15]=[C:14]([OH:18])[C:11]=2[C:12]=1[CH3:13])=[O:7])([CH3:4])([CH3:3])[CH3:2].Br[CH:20]([CH3:22])[CH3:21].C([O-])([O-])=O.[K+].[K+]>CN(C=O)C>[C:1]([O:5][C:6]([C:8]1[O:9][C:10]2[CH:17]=[CH:16][CH:15]=[C:14]([O:18][CH:20]([CH3:22])[CH3:21])[C:11]=2[C:12]=1[CH3:13])=[O:7])([CH3:4])([CH3:2])[CH3:3] |f:2.3.4|. Reported procedure: To 4-hydroxy-3-methyl-benzofuran-2-carboxylic acid tert-butyl ester (200 mg, 0.8 mmol) in 4 mL of DMF was added 2-bromopropane (0.5 mL), and K2CO3 (200 mg). The mixture was stirred at room temperature overnight. The mixture was washed with brine and extracted with ethyl acetate. The combined ethyl acetate layers were washed with brine. Removal of the solvent gave 176 mg of 3-methyl-4-isopropoxy-benzofuran-2-carboxylic acid tert-butyl ester as colorless crystals. Starting materials: [Si](C)(C)(C(C)(C)C)OC1=CC=C(C=C1)C=1C=C(C=NC1)C1N(CCC1)C (5-(4-tert-butyldimethylsilyloxyphenyl)-3-(1-methyl-2-pyrrolidinyl)pyridine), [F-].[Cs+] (cesium fluoride). The solvent is CO (methanol). Yields the product OC1=CC=C(C=C1)C=1C=C(C=NC1)C1N(CCC1)C (5-(4-hydroxyphenyl)-3-(1-methyl-2-pyrrolidinyl)pyridine). Yield: 92.5%. Reaction SMILES: [Si]([O:8][C:9]1[CH:14]=[CH:13][C:12]([C:15]2[CH:16]=[C:17]([CH:21]3[CH2:25][CH2:24][CH2:23][N:22]3[CH3:26])[CH:18]=[N:19][CH:20]=2)=[CH:11][CH:10]=1)(C(C)(C)C)(C)C.[F-].[Cs+]>CO>[OH:8][C:9]1[CH:10]=[CH:11][C:12]([C:15]2[CH:16]=[C:17]([CH:21]3[CH2:25][CH2:24][CH2:23][N:22]3[CH3:26])[CH:18]=[N:19][CH:20]=2)=[CH:13][CH:14]=1 |f:1.2|. Reported procedure: The above-described pyridine derivative (750 mg, 2.04 mmol) was dissolved in methanol (40 mL) and cesium fluoride (620 mg, 4.08 mmol) was added. The stirred mixture was heated at reflux for 18 h under inert atmosphere. After cooling the solvent was removed in vacuo and the resulting oil was dissolved in ethyl acetate (50 mL). This was washed with water (20 mL), brine (20 mL), dried (MgSO4) and concentrated. The crude material was chromatographed on "flash" silica gel with ethyl acetate:hexane (1... Reactants: CCO, [N-]=[N+]=NC1Cc2ccccc2C1O. Product: NC1Cc2ccccc2C1O. Reaction SMILES: [CH3:14][CH2:15][OH:16].[N:1](=[N+:2]=[N-:3])[CH:4]1[CH:5]([OH:13])[c:6]2[cH:7][cH:8][cH:9][cH:10][c:11]2[CH2:12]1>>[NH2:1][CH:4]1[CH:5]([OH:13])[c:6]2[cH:7][cH:8][cH:9][cH:10][c:11]2[CH2:12]1. Starting materials: C([O-])(O)=O.[Na+] (sodium bicarbonate), C(C=C)[C@@H]1C(C(N1C(C(=O)OC)=C(C)C)=O)Cl (methyl 2-[(4R)-4-allyl-3-chloro-2-oxoazetidin-1-yl]-3-methylbut-2-enoate), C(CCC)[SnH](CCCC)CCCC (tributyltinhydride), N(=NC(C#N)(C)C)C(C#N)(C)C (2,2'-azobis-(2-methylpropionitrile)). The solvent is C(C)(=O)OCC (ethyl acetate), C1=CC=CC=C1 (benzene). The product is C(C=C)[C@@H]1CC(N1C(C(=O)OC)=C(C)C)=O (methyl 2-[(4R)-4-allyl-2-oxoazetidin-1-yl]-3-methylbut-2-enoate). Yield: 87.0%. Reaction SMILES: [CH2:1]([C@H:4]1[N:7]([C:8](=[C:13]([CH3:15])[CH3:14])[C:9]([O:11][CH3:12])=[O:10])[C:6](=[O:16])[CH:5]1Cl)[CH:2]=[CH2:3].C([SnH](CCCC)CCCC)CCC.N(C(C)(C)C#N)=NC(C)(C)C#N.C(=O)(O)[O-].[Na+]>C1C=CC=CC=1.C(OCC)(=O)C>[CH2:1]([C@H:4]1[N:7]([C:8](=[C:13]([CH3:15])[CH3:14])[C:9]([O:11][CH3:12])=[O:10])[C:6](=[O:16])[CH2:5]1)[CH:2]=[CH2:3] |f:3.4|. Procedure: A mixture of methyl 2-[(4R)-4-allyl-3-chloro-2-oxoazetidin-1-yl]-3-methylbut-2-enoate (600 mg), tributyltinhydride (0.97 ml) and 2,2'-azobis-(2-methylpropionitrile) (40 mg) in benzene (6 ml) was refluxed for 1.5 hours. The reaction mixture was poured into a mixture of ethyl acetate (30 ml) and dilute aqueous sodium bicarbonate. The organic layer was separated, and washed with brine, dried over magnesium sulfate and evaporated in vacuo. The oily residue was chromatographed on silica gel (10 g) el... Starting materials: OC(C1=CC=CC=C1)(C1CN(C(CO1)=O)C(C)C)OC=1C=C2CCCC2=CC1 (2-(1-hydroxy-1-phenyl-5-indanyloxymethyl)-4 -isopropyl-5-oxomorpholine), [OH-].[Na+] (sodium hydroxide), O1CCCC1 (tetrahydrofuran), [H-].[Al+3].[Li+].[H-].[H-].[H-] (lithium aluminum hydride). Solvent: O (water), O (water). Run at time 18 hour. The product is OC(C1=CC=CC=C1)(C1CN(CCO1)C(C)C)OC=1C=C2CCCC2=CC1 (2-(1-hydroxy-1-phenyl-5-indanyloxymethyl)-4-isopropylmorpholine). Isolated yield 85.3%. As a reaction SMILES: [OH:1][C:2]([O:19][C:20]1[CH:21]=[C:22]2[C:26](=[CH:27][CH:28]=1)[CH2:25][CH2:24][CH2:23]2)([CH:9]1[O:14][CH2:13][C:12](=O)[N:11]([CH:16]([CH3:18])[CH3:17])[CH2:10]1)[C:3]1[CH:8]=[CH:7][CH:6]=[CH:5][CH:4]=1.O1CCCC1.[H-].[Al+3].[Li+].[H-].[H-].[H-].[OH-].[Na+]>O>[OH:1][C:2]([O:19][C:20]1[CH:21]=[C:22]2[C:26](=[CH:27][CH:28]=1)[CH2:25][CH2:24][CH2:23]2)([CH:9]1[O:14][CH2:13][CH2:12][N:11]([CH:16]([CH3:18])[CH3:17])[CH2:10]1)[C:3]1[CH:8]=[CH:7][CH:6]=[CH:5][CH:4]=1 |f:2.3.4.5.6.7,8.9|. Procedure: After mixing 2.5 g. of 2-(1-hydroxy-1-phenyl-5-indanyloxymethyl)-4 -isopropyl-5-oxomorpholine, 100 ml. of tetrahydrofuran, and 1.0 g. of lithium aluminum hydride under ice-cooling, the mixture was stirred for 18 hours at room temperature and then 1 ml. of water, 1 ml. of aqueous 15% sodium hydroxide aqueous solution, and then 3 ml. of water were added to the mixture followed by stirring for 30 minutes. The mixture thus obtained was filtered and the filtrate was distilled and the residue formed w...